Dataset: the Open Reaction Database (ORD), a public repository of structured organic reaction records. Task: describe an organic reaction: reactants, conditions, products, and yield The reactants are OC=1C=CC2=C(C(C=3NC4=CC(=CC=C4C3C2=O)C#N)(C)C)C1 (8-Hydroxy-6,6-dimethyl-11-oxo-6,11-dihydro-5H-benzo[b]carbazole-3-carbonitrile), ClCC1(COC1)C (3-chloromethyl-3-methyloxetane). The product is CC1(C2=C(C(C=3C4=CC=C(C=C4NC13)C#N)=O)C=CC(=C2)OCC2(COC2)C)C (6,6-Dimethyl-8-(3-methyloxetan-3-ylmethoxy)-11-oxo-6,11-dihydro-5H-benzo[b]carbazole-3-carbonitrile). As a reaction SMILES: [OH:1][C:2]1[CH:3]=[CH:4][C:5]2[C:17](=[O:18])[C:16]3[C:15]4[C:10](=[CH:11][C:12]([C:19]#[N:20])=[CH:13][CH:14]=4)[NH:9][C:8]=3[C:7]([CH3:22])([CH3:21])[C:6]=2[CH:23]=1.Cl[CH2:25][C:26]1([CH3:30])[CH2:29][O:28][CH2:27]1>>[CH3:22][C:7]1([CH3:21])[C:8]2[NH:9][C:10]3[C:15](=[CH:14][CH:13]=[C:12]([C:19]#[N:20])[CH:11]=3)[C:16]=2[C:17](=[O:18])[C:5]2[CH:4]=[CH:3][C:2]([O:1][CH2:25][C:26]3([CH3:30])[CH2:29][O:28][CH2:27]3)=[CH:23][C:6]1=2. Procedure details: Under the same conditions as the method for synthesizing Compound A7-17, the title compound was prepared from Compound A6 and 3-chloromethyl-3-methyloxetane. Reactants: COC(C=CC1=CC=C2C=CNC2=C1)=O (3-(1H-Indol-6-yl)-acrylic acid methyl ester), ClC=1C=C(C=CC1)B(O)O (3-chlorophenyl boronic acid), [RhCl(cod)]2, TEA. Solvent: O (water), O1CCOCC1 (1,4-dioxane). Run at temperature 95 celsius, time 18 hour. The product is COC(CC(C1=CC(=CC=C1)Cl)C1=CC=C2C=CNC2=C1)=O (3-(1H-indol-6-yl)-3-(3-chloro-phenyl)-propionic acid methyl ester). Isolated yield 62.0%. Reaction SMILES: [CH3:1][O:2][C:3](=[O:15])[CH:4]=[CH:5][C:6]1[CH:14]=[C:13]2[C:9]([CH:10]=[CH:11][NH:12]2)=[CH:8][CH:7]=1.[Cl:16][C:17]1[CH:18]=[C:19](B(O)O)[CH:20]=[CH:21][CH:22]=1>O.O1CCOCC1>[CH3:1][O:2][C:3](=[O:15])[CH2:4][CH:5]([C:6]1[CH:14]=[C:13]2[C:9]([CH:10]=[CH:11][NH:12]2)=[CH:8][CH:7]=1)[C:21]1[CH:20]=[CH:19][CH:18]=[C:17]([Cl:16])[CH:22]=1. Reported procedure: A mixture of 3-(1H-indol-6-yl)-acrylic acid methyl ester XXX (0.4 g, 2.0 mmol), 3-chlorophenyl boronic acid (0.62 g, 4.0 mmol), [RhCl(cod)]2 (49 mg, 0.10 mmol) and TEA (0.42 ml, 3.0 mmol) in water (6 ml) and 1,4-dioxane (1 ml) was stirred at 95° C. for 18 hours. The reaction mixture was cooled to room temperature, and partitioned between H2O and EtOAc. The aqueous layer was extracted with EtOAc. The organic layers were combined, dried over MgSO4, filtered, concentrated, and purified via flash ch... The reactants are CC(C)(C)OC(=O)NCCCBr, [H-], [N-]=[N+]=NCC1CCC(=O)N1, [Na+], CN(C)C=O. The product is CC(C)(C)OC(=O)NCCCN1C(=O)CCC1CN=[N+]=[N-]. As a reaction SMILES: [Br:13][CH2:14][CH2:15][CH2:16][NH:17][C:18]([O:19][C:20]([CH3:21])([CH3:22])[CH3:23])=[O:24].[H-:2].[N:3](=[N+:4]=[N-:5])[CH2:6][CH:7]1[CH2:8][CH2:9][C:10](=[O:12])[NH:11]1.[Na+:1].[O:25]=[CH:26][N:27]([CH3:28])[CH3:29]>>[N:3](=[N+:4]=[N-:5])[CH2:6][CH:7]1[CH2:8][CH2:9][C:10](=[O:12])[N:11]1[CH2:14][CH2:15][CH2:16][NH:17][C:18]([O:19][C:20]([CH3:21])([CH3:22])[CH3:23])=[O:24]. Reactants: ClC1=CC(=C(CN2N=CC3=CC(=CC=C23)C=C2C(N=C(S2)SCC)=O)C=C1)C(F)(F)F (5-[1-(4-chloro-2-trifluoromethyl-benzyl)-1H-indazol-5-ylmethylene]-2-ethylsulfanyl-thiazol-4-one), N1CC(C1)O (azetidin-3-ol). Product: ClC1=CC(=C(CN2N=CC3=CC(=CC=C23)C=C2C(N=C(S2)N2CC(C2)O)=O)C=C1)C(F)(F)F (5-[1-(4-Chloro-2-trifluoromethyl-benzyl)-1H-indazol-5-ylmethylene]-2-(3-hydroxy-azetidin-1-yl)-thiazol-4-one). Reaction SMILES: [Cl:1][C:2]1[CH:27]=[CH:26][C:5]([CH2:6][N:7]2[C:15]3[C:10](=[CH:11][C:12]([CH:16]=[C:17]4[S:21][C:20](SCC)=[N:19][C:18]4=[O:25])=[CH:13][CH:14]=3)[CH:9]=[N:8]2)=[C:4]([C:28]([F:31])([F:30])[F:29])[CH:3]=1.[NH:32]1[CH2:35][CH:34]([OH:36])[CH2:33]1>>[Cl:1][C:2]1[CH:27]=[CH:26][C:5]([CH2:6][N:7]2[C:15]3[C:10](=[CH:11][C:12]([CH:16]=[C:17]4[S:21][C:20]([N:32]5[CH2:35][CH:34]([OH:36])[CH2:33]5)=[N:19][C:18]4=[O:25])=[CH:13][CH:14]=3)[CH:9]=[N:8]2)=[C:4]([C:28]([F:31])([F:29])[F:30])[CH:3]=1. Procedure: 5-[1-(4-Chloro-2-trifluoromethyl-benzyl)-1H-indazol-5-ylmethylene]-2-(3-hydroxy-azetidin-1-yl)-thiazol-4-one was prepared from 5-[1-(4-chloro-2-trifluoromethyl-benzyl)-1H-indazol-5-ylmethylene]-2-ethylsulfanyl-thiazol-4-one and azetidin-3-ol following General Procedure C. Reactants: CC(C)(C)OC(=O)N1CCC(N2CCCc3ccccc32)CC1, O=C1CCC(=O)N1Br, CN(C)C=O, O. Yields the product CC(C)(C)OC(=O)N1CCC(N2CCCc3cc(Br)ccc32)CC1. RXN SMILES: [N:1]1([CH:11]2[CH2:12][CH2:13][N:14]([C:17](=[O:18])[O:19][C:20]([CH3:21])([CH3:22])[CH3:23])[CH2:15][CH2:16]2)[CH2:2][CH2:3][CH2:4][c:5]2[cH:6][cH:7][cH:8][cH:9][c:10]21.[O:24]=[C:25]1[N:26]([Br:31])[C:27](=[O:28])[CH2:29][CH2:30]1.[O:33]=[CH:34][N:35]([CH3:36])[CH3:37].[OH2:32]>>[N:1]1([CH:11]2[CH2:12][CH2:13][N:14]([C:17](=[O:18])[O:19][C:20]([CH3:21])([CH3:22])[CH3:23])[CH2:15][CH2:16]2)[CH2:2][CH2:3][CH2:4][c:5]2[cH:6][c:7]([Br:31])[cH:8][cH:9][c:10]21. Reactants: CC(=O)O, Cc1c(NC(=O)CC(C)(C)C)c(C)c2c(c1C(O)c1ccccc1)OCC2c1ccc(C(C)C)cc1. Yields the product Cc1c(Cc2ccccc2)c2c(c(C)c1NC(=O)CC(C)(C)C)C(c1ccc(C(C)C)cc1)CO2. RXN SMILES: [CH3:37][C:38](=[O:39])[OH:40].[OH:1][CH:2]([c:3]1[c:4]([CH3:30])[c:5]([NH:22][C:23]([CH2:24][C:25]([CH3:26])([CH3:27])[CH3:28])=[O:29])[c:6]([CH3:21])[c:7]2[c:11]1[O:10][CH2:9][CH:8]2[c:12]1[cH:13][cH:14][c:15]([CH:18]([CH3:19])[CH3:20])[cH:16][cH:17]1)[c:31]1[cH:32][cH:33][cH:34][cH:35][cH:36]1>>[CH2:2]([c:3]1[c:4]([CH3:30])[c:5]([NH:22][C:23]([CH2:24][C:25]([CH3:26])([CH3:27])[CH3:28])=[O:29])[c:6]([CH3:21])[c:7]2[c:11]1[O:10][CH2:9][CH:8]2[c:12]1[cH:13][cH:14][c:15]([CH:18]([CH3:19])[CH3:20])[cH:16][cH:17]1)[c:31]1[cH:32][cH:33][cH:34][cH:35][cH:36]1. The reactants are N1=C(C=CC=C1)C(C)O (1-(2-pyridyl)-ethanol), [H-].[Na+] (sodium hydride), CI (methyl iodide). Solvent: CS(=O)C (dimethylsulfoxide). Reaction conditions: temperature 20 celsius, time 2 hour. Yields the product COC(C)C1=NC=CC=C1 (2-(1-methoxyethyl)pyridine). RXN SMILES: [N:1]1[CH:6]=[CH:5][CH:4]=[CH:3][C:2]=1[CH:7]([OH:9])[CH3:8].[H-].[Na+].[CH3:12]I>CS(C)=O>[CH3:12][O:9][CH:7]([C:2]1[CH:3]=[CH:4][CH:5]=[CH:6][N:1]=1)[CH3:8] |f:1.2|. Reported procedure: To a stirred solution of 223 g. of 1-(2-pyridyl)-ethanol in 1500 ml. of dry dimethylsulfoxide is added 2.3 moles of sodium hydride in portions, under nitrogen, maintaining the temperature of 20° C. After two hours, 331 g. of methyl iodide is added at 20° C. After stirring for another three hours, the mixture is poured onto ice-water and extracted three times with ether. The organic phase is washed with water, dried over magnesium sulfate, concentrated in vacuo, and the residue is distilled to gi... Starting materials: CCN(CC)c1ccccc1, COc1cnc(SC)nc1O, CC#N, O=P(Cl)(Cl)Cl. The product is COc1cnc(SC)nc1Cl. Reaction SMILES: [CH2:17]([N:18]([CH2:19][CH3:20])[c:21]1[cH:22][cH:23][cH:24][cH:25][cH:26]1)[CH3:27].[CH3:1][O:2][c:3]1[c:4]([OH:11])[n:5][c:6]([S:9][CH3:10])[n:7][cH:8]1.[CH3:28][C:29]#[N:30].[P:12]([Cl:13])([Cl:14])([Cl:15])=[O:16]>>[CH3:1][O:2][c:3]1[c:4]([Cl:14])[n:5][c:6]([S:9][CH3:10])[n:7][cH:8]1. Starting materials: Nc1cc[nH]n1, Nc1cc(-c2ccccc2)[nH]n1, C1CCOC1, O=C1Nc2ccccc2C1=CO, Cc1cccc2c1C(=CO)C(=O)N2. Yields the product Cc1cccc2c1C(=CNc1cc(-c3ccccc3)[nH]n1)C(=O)N2. RXN SMILES: [NH2:26][c:27]1[cH:28][cH:29][nH:30][n:31]1.[NH2:32][c:33]1[n:34][nH:35][c:36](-[c:38]2[cH:39][cH:40][cH:41][cH:42][cH:43]2)[cH:37]1.[O:44]1[CH2:45][CH2:46][CH2:47][CH2:48]1.[OH:14][CH:15]=[C:16]1[C:17](=[O:18])[NH:19][c:20]2[c:21]1[cH:22][cH:23][cH:24][cH:25]2.[OH:1][CH:2]=[C:3]1[C:4](=[O:13])[NH:5][c:6]2[cH:7][cH:8][cH:9][c:10]([CH3:12])[c:11]21>>[CH:2](=[C:3]1[C:4](=[O:13])[NH:5][c:6]2[cH:7][cH:8][cH:9][c:10]([CH3:12])[c:11]21)[NH:32][c:33]1[n:34][nH:35][c:36](-[c:38]2[cH:39][cH:40][cH:41][cH:42][cH:43]2)[cH:37]1.